From a dataset of the Open Reaction Database (ORD), a public repository of structured organic reaction records. describe an organic reaction: reactants, conditions, products, and yield The reactants are O (water), CC=1OC(=C(N1)C1=CC=CC=C1)C=1C=CC(=NC1)NNC(C(C)C)=O (isobutyric acid N′-[5-(2-methyl-4-phenyl-oxazol-5-yl)-pyridin-2-yl]-hydrazide), [OH-].[Na+] (sodium hydroxide). Run in P(=O)(Cl)(Cl)Cl (phosphorous oxychloride). Conditions: temperature 60 celsius. Product: C(C)(C)C1=NN=C2N1C=C(C=C2)C2=C(N=C(O2)C)C2=CC=CC=C2 (3-isopropyl-6-(2-methyl-4-phenyl-oxazol-5-yl)-[1,2,4]triazolo[4,3-a]pyridine). Yield: 64.3%. RXN SMILES: [CH3:1][C:2]1[O:3][C:4]([C:13]2[CH:14]=[CH:15][C:16]([NH:19][NH:20][C:21](=O)[CH:22]([CH3:24])[CH3:23])=[N:17][CH:18]=2)=[C:5]([C:7]2[CH:12]=[CH:11][CH:10]=[CH:9][CH:8]=2)[N:6]=1.O.[OH-].[Na+]>P(Cl)(Cl)(Cl)=O>[CH:22]([C:21]1[N:17]2[CH:18]=[C:13]([C:4]3[O:3][C:2]([CH3:1])=[N:6][C:5]=3[C:7]3[CH:12]=[CH:11][CH:10]=[CH:9][CH:8]=3)[CH:14]=[CH:15][C:16]2=[N:19][N:20]=1)([CH3:24])[CH3:23] |f:2.3|. Reported procedure: A mixture of 23 mg of isobutyric acid N′-[5-(2-methyl-4-phenyl-oxazol-5-yl)-pyridin-2-yl]-hydrazide in 0.68 mL of phosphorous oxychloride was heated at 60° C. for 16 hours. The mixture was cooled to 22° C. and carefully added to 25 mL of water. The aqueous mixture was made basic with 3 N sodium hydroxide and extracted with ethyl acetate (3×). The combined extracts were washed with brine, dried (sodium sulfate), filtered, and the filtrate was concentrated to a dark yellow oil. This oil was purifi...